This data is from the Open Reaction Database (ORD), a public repository of structured organic reaction records. The task is: describe an organic reaction: reactants, conditions, products, and yield The reactants are ClCCl, COCCOCOc1c(C(C)(C)C)nc(C=O)nc1C(C)(C)C, [Na+], O=C([O-])O, O=C(O)C(F)(F)F. Product: CC(C)(C)c1nc(C=O)nc(C(C)(C)C)c1O. Reaction SMILES: [CH2:36]([Cl:37])[Cl:38].[CH3:8][C:9]([CH3:10])([CH3:11])[c:12]1[n:13][c:14]([CH:29]=[O:30])[n:15][c:16]([C:25]([CH3:26])([CH3:27])[CH3:28])[c:17]1[O:18][CH2:19][O:20][CH2:21][CH2:22][O:23][CH3:24].[Na+:35].[O-:31][C:32]([OH:33])=[O:34].[OH:1][C:2]([C:3]([F:4])([F:5])[F:6])=[O:7]>>[CH3:8][C:9]([CH3:10])([CH3:11])[c:12]1[n:13][c:14]([CH:29]=[O:30])[n:15][c:16]([C:25]([CH3:26])([CH3:27])[CH3:28])[c:17]1[OH:18]. Starting materials: COC1=C(C=CC=C1)NC1=C(C(C(=O)O)=CC=C1)C(=O)O (3-(2-methoxyphenylamino)phthalic acid), Cl.NC1C(=O)NC(CC1)=O (rac-α-aminoglutarimide hydrochloride). Solvent: N1=CC=CC=C1 (pyridine). The product is COC1=C(C=CC=C1)NC1=C2C(N(C(C2=CC=C1)=O)C1C(NC(CC1)=O)=O)=O (4-(2-Methoxyphenylamino)-2-(2,6-dioxopiperidin-3-yl)isoindole-1,3-dione). Yield: 92.0%. RXN SMILES: [CH3:1][O:2][C:3]1[CH:8]=[CH:7][CH:6]=[CH:5][C:4]=1[NH:9][C:10]1[CH:18]=[CH:17][CH:16]=[C:12]([C:13]([OH:15])=O)[C:11]=1[C:19]([OH:21])=O.Cl.[NH2:23][CH:24]1[CH2:30][CH2:29][C:28](=[O:31])[NH:27][C:25]1=[O:26]>N1C=CC=CC=1>[CH3:1][O:2][C:3]1[CH:8]=[CH:7][CH:6]=[CH:5][C:4]=1[NH:9][C:10]1[CH:18]=[CH:17][CH:16]=[C:12]2[C:11]=1[C:19](=[O:21])[N:23]([CH:24]1[CH2:30][CH2:29][C:28](=[O:31])[NH:27][C:25]1=[O:26])[C:13]2=[O:15] |f:1.2|. Procedure: A mixture of 3-(2-methoxyphenylamino)phthalic acid (0.55 g, 1.9 mmol) and rac-α-aminoglutarimide hydrochloride (0.31 g, 1.9 mmol) in pyridine (10 mL) was heated to reflux for 16 hours. The mixture was cooled and evaporated under vacuum. The residue was dissolved in ethyl acetate (150 mL), washed with dilute aqueous HCl (2×100 mL) and water (2×100 mL), and evaporated. The residue was chromatographed in 95:5 methylene chloride-methanol, eluting 0.66 g of the product, in 92% yield: mp 223-225° C.; ...